This data is from the Open Reaction Database (ORD), a public repository of structured organic reaction records. The task is: describe an organic reaction: reactants, conditions, products, and yield Reactants: CC(C)(C)[O-], CS(C)=O, O=[N+]([O-])c1ccc(F)c2ccccc12, [K+], c1cc2nc[nH]c2cn1. The product is O=[N+]([O-])c1ccc(-n2cnc3cnccc32)c2ccccc12. RXN SMILES: [CH3:10][C:11]([CH3:12])([O-:13])[CH3:14].[CH3:30][S:31]([CH3:32])=[O:33].[F:16][c:17]1[cH:18][cH:19][c:20]([N+:27](=[O:28])[O-:29])[c:21]2[cH:22][cH:23][cH:24][cH:25][c:26]12.[K+:15].[n:1]1[cH:2][nH:3][c:4]2[c:5]1[cH:6][cH:7][n:8][cH:9]2>>[n:1]1(-[c:17]2[cH:18][cH:19][c:20]([N+:27](=[O:28])[O-:29])[c:21]3[cH:22][cH:23][cH:24][cH:25][c:26]23)[cH:2][n:3][c:4]2[c:5]1[cH:6][cH:7][n:8][cH:9]2.